This data is from the Open Reaction Database (ORD), a public repository of structured organic reaction records. The task is: describe an organic reaction: reactants, conditions, products, and yield Conditions: temperature 100 celsius. Yields the product ClC=1C(=C(C(=C(C1)C(C)NC1=C2N=CNC2=NC=N1)OCC)C1CN(C1)C(=O)OCC1=CC=CC=C1)C (Benzyl 3-{3-chloro-6-ethoxy-2-methyl-5-[1-(9H-purin-6-ylamino)ethyl]phenyl}azetidine-1-carboxylate). The solvent is C(C)O (ethanol), C(=O)(O)[O-].[Na+] (NaHCO3). Reactants: Cl.NC(C)C=1C(=C(C(=C(C1)Cl)C)C1CN(C1)C(=O)OCC1=CC=CC=C1)OCC (benzyl 3-[3-[1-aminoethyl]-5-chloro-2-ethoxy-6-methylphenyl]azetidine-1-carboxylate hydrochloride), BrC1=C2N=CNC2=NC=N1 (6-bromo-9H-purine), CCN(C(C)C)C(C)C (DIPEA). RXN SMILES: Cl.[NH2:2][CH:3]([C:5]1[C:6]([O:27][CH2:28][CH3:29])=[C:7]([CH:13]2[CH2:16][N:15]([C:17]([O:19][CH2:20][C:21]3[CH:26]=[CH:25][CH:24]=[CH:23][CH:22]=3)=[O:18])[CH2:14]2)[C:8]([CH3:12])=[C:9]([Cl:11])[CH:10]=1)[CH3:4].Br[C:31]1[N:39]=[CH:38][N:37]=[C:36]2[C:32]=1[N:33]=[CH:34][NH:35]2.CCN(C(C)C)C(C)C>C(O)C.C([O-])(O)=O.[Na+]>[Cl:11][C:9]1[C:8]([CH3:12])=[C:7]([CH:13]2[CH2:16][N:15]([C:17]([O:19][CH2:20][C:21]3[CH:26]=[CH:25][CH:24]=[CH:23][CH:22]=3)=[O:18])[CH2:14]2)[C:6]([O:27][CH2:28][CH3:29])=[C:5]([CH:3]([NH:2][C:31]2[N:39]=[CH:38][N:37]=[C:36]3[C:32]=2[N:33]=[CH:34][NH:35]3)[CH3:4])[CH:10]=1 |f:0.1,5.6|. Procedure: Benzyl 3-(3-{1-[(tert-butoxycarbonyl)amino]ethyl}-5-chloro-2-ethoxy-6-methylphenyl)azetidine-1-carboxylate (65 mg, 0.13 mmol, second peak from chiral separation in previous step) was treated with 4.0 M HCl in dioxane (0.4 mL, 2 mmol) in methylene chloride (0.4 mL, 6 mmol) at room temperature for 2 hours. The reaction mixture was evaporated to dryness to give benzyl 3-[3-[1-aminoethyl]-5-chloro-2-ethoxy-6-methylphenyl]azetidine-1-carboxylate hydrochloride. LCMS calculated for C22H28ClN2O3 (M+H)+:... Starting materials: Cn1cc(NC(=O)c2csc(-c3cnccn3)n2)c(C(N)=O)n1, Cn1cc(N)c(C(N)=O)n1. Yields the product O=C(O)c1csc(-c2cnccn2)n1. Reaction SMILES: [NH2:11][C:12]([c:13]1[c:14]([NH:15][C:20](=[O:21])[c:22]2[n:23][c:24](-[c:27]3[n:28][cH:29][cH:30][n:31][cH:32]3)[s:25][cH:26]2)[cH:16][n:17]([CH3:18])[n:19]1)=[O:33].[NH2:1][c:2]1[c:3]([C:4]([NH2:5])=[O:9])[n:6][n:7]([CH3:8])[cH:10]1>>[O:9]=[C:20]([OH:21])[c:22]1[n:23][c:24](-[c:27]2[n:28][cH:29][cH:30][n:31][cH:32]2)[s:25][cH:26]1. Reactants: 17, CN(CC(=O)O)C1CC(C2=CC=CC=C12)C (methyl N-(2,3-dihydro-3-methyl-1H-inden-1-yl)glycine), C(C)(=O)OC(C)=O (acetic acid anhydride), C(=O)O (formic acid). Yields the product 15, CC(N(C=O)C1CC(C2=CC=CC=C12)C)C(=O)O (methyl N-(2,3-dihydro-3-methyl-1H-inden-1-yl)-N-formylglycine). Yield: 78.7%. RXN SMILES: [CH3:1][N:2]([CH:7]1[C:15]2[C:10](=[CH:11][CH:12]=[CH:13][CH:14]=2)[CH:9]([CH3:16])[CH2:8]1)[CH2:3][C:4](O)=O.C(OC(=O)C)(=[O:19])C.[CH:24]([OH:26])=[O:25]>>[CH3:4][CH:3]([C:24]([OH:26])=[O:25])[N:2]([CH:7]1[C:15]2[C:10](=[CH:11][CH:12]=[CH:13][CH:14]=2)[CH:9]([CH3:16])[CH2:8]1)[CH:1]=[O:19]. Procedure: A solution of 17 parts of methyl N-(2,3-dihydro-3-methyl-1H-inden-1-yl)glycine in 60 parts of formic acid and 20 parts of acetic acid anhydride is stirred overnight at room temperature. The reaction mixture is evaporated in vacuo and the residue is taken up in 1,1'-oxybisethane. The organic layer is washed with a sodium hydrogen carbonate solution and water dried, filtered and evaporated. The residue is crystallized from a mixture of 2,2'-oxybispropane and hexane. The product is filtered off and... The reactants are OCc1ccc2cc(Br)ccc2c1, N#Cc1ccc(B(O)O)cc1, CC(C)O, [K+], [K+], [K+], O, O=P([O-])([O-])[O-], Cl[Pd]Cl, c1ccc(P(c2ccccc2)c2ccccc2)cc1, c1ccc(P(c2ccccc2)c2ccccc2)cc1. RXN SMILES: [Br:1][c:2]1[cH:3][c:4]2[cH:5][cH:6][c:7]([CH2:12][OH:13])[cH:8][c:9]2[cH:10][cH:11]1.[C:14](#[N:15])[c:16]1[cH:17][cH:18][c:19]([B:22]([OH:23])[OH:24])[cH:20][cH:21]1.[CH:34]([OH:35])([CH3:36])[CH3:37].[K+:30].[K+:31].[K+:32].[OH2:33].[P:25]([O-:26])([O-:27])([O-:28])=[O:29].[Pd:38]([Cl:39])[Cl:40].[c:41]1([P:42]([c:43]2[cH:44][cH:45][cH:46][cH:47][cH:48]2)[c:49]2[cH:50][cH:51][cH:52][cH:53][cH:54]2)[cH:55][cH:56][cH:57][cH:58][cH:59]1.[c:60]1([P:61]([c:62]2[cH:63][cH:64][cH:65][cH:66][cH:67]2)[c:68]2[cH:69][cH:70][cH:71][cH:72][cH:73]2)[cH:74][cH:75][cH:76][cH:77][cH:78]1>>[c:2]1(-[c:19]2[cH:18][cH:17][c:16]([C:14]#[N:15])[cH:21][cH:20]2)[cH:3][c:4]2[cH:5][cH:6][c:7]([CH2:12][OH:13])[cH:8][c:9]2[cH:10][cH:11]1. Yields the product N#Cc1ccc(-c2ccc3cc(CO)ccc3c2)cc1. Reactants: IC1=CN(C=2N=CN=CC21)[C@@H](COC2OCCCC2)C (5-iodo-7-[(1R)-1-methyl-2-(tetrahydro-2H-pyran-2-yloxy)ethyl]-7H-pyrrolo[2,3-d]pyrimidine), BrC=1C=NC=C(C(=O)N(C)OC)C1 (5-bromo-N-methoxy-N-methylnicotinamide). The product is BrC=1C=C(C=NC1)C(=O)C1=CN(C=2N=CN=CC21)[C@@H](COC2OCCCC2)C ((5-Bromopyridin-3-yl){7-[(1R)-1-methyl-2-(tetrahydro-2H-pyran-2-yloxy)ethyl]-7H-pyrrolo[2,3-d]pyrimidin-5-yl}methanone). Reaction SMILES: I[C:2]1[C:10]2[CH:9]=[N:8][CH:7]=[N:6][C:5]=2[N:4]([C@H:11]([CH3:20])[CH2:12][O:13][CH:14]2[CH2:19][CH2:18][CH2:17][CH2:16][O:15]2)[CH:3]=1.[Br:21][C:22]1[CH:23]=[N:24][CH:25]=[C:26]([CH:33]=1)[C:27](N(OC)C)=[O:28]>>[Br:21][C:22]1[CH:33]=[C:26]([C:27]([C:2]2[C:10]3[CH:9]=[N:8][CH:7]=[N:6][C:5]=3[N:4]([C@H:11]([CH3:20])[CH2:12][O:13][CH:14]3[CH2:19][CH2:18][CH2:17][CH2:16][O:15]3)[CH:3]=2)=[O:28])[CH:25]=[N:24][CH:23]=1. Reported procedure: The title compound was prepared according to the method described for Preparation 24 using 5-iodo-7-[(1R)-1-methyl-2-(tetrahydro-2H-pyran-2-yloxy)ethyl]-7H-pyrrolo[2,3-d]pyrimidine (see Preparation 17) and 5-bromo-N-methoxy-N-methylnicotinamide to afford the title compound as a brown oil in 66% yield, 215 mg. Reactants: ClC1=NSC2=C1C=C(C=C2)[N+](=O)[O-] (3-chloro-5-nitro-1,2-benzisothiazole), O (water). The reagents and catalysts are Cl (hydrochloric acid), [Fe] (iron). Run in C1(=CC=CC=C1)C (toluene). Product: ethyl acetate hexanes, NC=1C=CC2=C(C(=NS2)Cl)C1 (5-Amino-3-chloro-1,2-benzisothiazole). RXN SMILES: [Cl:1][C:2]1[C:6]2[CH:7]=[C:8]([N+:11]([O-])=O)[CH:9]=[CH:10][C:5]=2[S:4][N:3]=1.O>C1(C)C=CC=CC=1.Cl.[Fe]>[NH2:11][C:8]1[CH:9]=[CH:10][C:5]2[S:4][N:3]=[C:2]([Cl:1])[C:6]=2[CH:7]=1. Procedure details: A solution of 3-chloro-5-nitro-1,2-benzisothiazole (2.00 g) in toluene is treated with iron powder (8.40 g, 325 mesh) and concentrated hydrochloric acid (8 drops), heated to reflux, treated dropwise with water (8.00 mL), refluxed for 35 minutes, cooled to room temperature, and filtered through diatomaceous earth. The resultant filtrate is concentrated in vacuo to obtain a residue. Flash column chromatography of the residue using silica gel and an ethyl acetate/hexanes solution (1:1) gives the ti... Yields the product Cl.COC(=O)C=1C(=CC=CC1Cl)C1=CC(=C(C=C1)[C@@H](C)N)F (4′-((R)-1-Amino-ethyl)-3-chloro-3′-fluoro-biphenyl-2-carboxylic acid methyl ester hydrochloride). Run at time 2 hour. Procedure details: 4′-((R)-1-tert-Butoxycarbonylamino-ethyl)-3-chloro-3′-fluoro-biphenyl-2-carboxylic acid methyl ester (350 mg, 858 μmol, step A) was added to a solution of HCl in dioxane (4N, 4.29 ml, 17.2 mmol) and the reaction mixture was stirred at room temperature for 2 h. The reaction mixture was evaporated to dryness and the remaining solid was triturated with heptane/EtOAc 2:1 for 4 h. Filtration delivered the title compound as white solid (217 mg, 74%). MS: 308.2 [M+H]+. RXN SMILES: [CH3:1][O:2][C:3]([C:5]1[C:6]([C:12]2[CH:17]=[CH:16][C:15]([C@H:18]([NH:20]C(OC(C)(C)C)=O)[CH3:19])=[C:14]([F:28])[CH:13]=2)=[CH:7][CH:8]=[CH:9][C:10]=1[Cl:11])=[O:4].Cl.O1CCOCC1>>[ClH:11].[CH3:1][O:2][C:3]([C:5]1[C:6]([C:12]2[CH:17]=[CH:16][C:15]([C@H:18]([NH2:20])[CH3:19])=[C:14]([F:28])[CH:13]=2)=[CH:7][CH:8]=[CH:9][C:10]=1[Cl:11])=[O:4] |f:3.4|. Starting materials: COC(=O)C=1C(=CC=CC1Cl)C1=CC(=C(C=C1)[C@@H](C)NC(=O)OC(C)(C)C)F (4′-((R)-1-tert-Butoxycarbonylamino-ethyl)-3-chloro-3′-fluoro-biphenyl-2-carboxylic acid methyl ester), Cl (HCl), O1CCOCC1 (dioxane).